Dataset: the Open Reaction Database (ORD), a public repository of structured organic reaction records. Task: describe an organic reaction: reactants, conditions, products, and yield The reactants are liquid, C(C(O)C)(=O)C1(O)[C@H](N)[C@@H](O)[C@H](O)[C@H](O1)CO (lactoyl glucosamine), [OH-].[Na+] (NaOH), maltodextrin, O=C[C@H](O)[C@@H](O)[C@H](O)[C@H](O)CO (dextrose), 10, [Na+].[Cl-] (NaCl). Solvent: O (water). The product is C(C(O)C)(=O)N[C@H]1C(O)O[C@@H]([C@H]([C@@H]1O)O)CO (N-Lactoyl-Glucosamine). As a reaction SMILES: [OH-].[Na+].[O:3]=[CH:4][C@@H:5]([C@H:7]([C@@H]([C@@H](CO)O)O)O)[OH:6].[Na+].[Cl-].C([C:22]1([O:31][C@H:30]([CH2:32][OH:33])[C@@H:28]([OH:29])[C@H:26]([OH:27])[C@H:24]1[NH2:25])[OH:23])(=O)C(C)O>O>[C:4]([NH:25][C@@H:24]1[C@@H:26]([OH:27])[C@H:28]([OH:29])[C@@H:30]([CH2:32][OH:33])[O:31][CH:22]1[OH:23])(=[O:3])[CH:5]([CH3:7])[OH:6] |f:0.1,3.4|. Reported procedure: 30 g of liquid product as described in example 2 was dissolved in 120 g of water. The pH of the solution was adjusted to 6 with 50% NaOH solution. Finally 60 g of maltodextrin (with a dextrose equivalent of 10) and 30 g of NaCl were dissolved in the solution. The viscous liquid obtained was then spray-dried to get a powder flavour ingredient containing N lactoyl glucosamine.